From a dataset of the Open Reaction Database (ORD), a public repository of structured organic reaction records. describe an organic reaction: reactants, conditions, products, and yield The reactants are OC1=CC=C(C=C1)C=1OC2=C(C1C(C1=CC(=CC(=C1)C)C)=O)C=CC=C2 (2-p-Hydroxyphenyl-3-(3',5'-dimethylbenzoyl)benzofuran), C([O-])([O-])=O.[K+].[K+] (potassium carbonate), C(C)N(CCCl)CC (2-diethylaminoethyl chloride). Run in CC(=O)C (acetone). Product: C(C)N(CCOC1=CC=C(C=C1)C=1OC2=C(C1C(C1=CC(=CC(=C1)C)C)=O)C=CC=C2)CC (2-[4'-(2-Diethylaminoethoxy)phenyl]-3-(3',5'-dimethylbenzoyl)benzofuran). RXN SMILES: [OH:1][C:2]1[CH:7]=[CH:6][C:5]([C:8]2[O:9][C:10]3[CH:26]=[CH:25][CH:24]=[CH:23][C:11]=3[C:12]=2[C:13](=[O:22])[C:14]2[CH:19]=[C:18]([CH3:20])[CH:17]=[C:16]([CH3:21])[CH:15]=2)=[CH:4][CH:3]=1.C(=O)([O-])[O-].[K+].[K+].[CH2:33]([N:35]([CH2:39][CH3:40])[CH2:36][CH2:37]Cl)[CH3:34]>CC(C)=O>[CH2:33]([N:35]([CH2:39][CH3:40])[CH2:36][CH2:37][O:1][C:2]1[CH:3]=[CH:4][C:5]([C:8]2[O:9][C:10]3[CH:26]=[CH:25][CH:24]=[CH:23][C:11]=3[C:12]=2[C:13](=[O:22])[C:14]2[CH:15]=[C:16]([CH3:21])[CH:17]=[C:18]([CH3:20])[CH:19]=2)=[CH:6][CH:7]=1)[CH3:34] |f:1.2.3|. Procedure details: 2-p-Hydroxyphenyl-3-(3',5'-dimethylbenzoyl)benzofuran (5.25 g., 15.3 mmol.) was dissolved in 200 ml. of dry acetone and 10.5 g. (0.076 mol.) of potassium carbonate and 2.10 g. (15.3 mmol.) of 2-diethylaminoethyl chloride were added. The reaction mixture was refluxed for three hours, then it was cooled and filtered. The filtrate was concentrated at reduced pressure to give the title compound as an oil.